This data is from the Open Reaction Database (ORD), a public repository of structured organic reaction records. The task is: describe an organic reaction: reactants, conditions, products, and yield The reactants are NC1=C(C(=O)C2=CC=CC=C2)C=CC=C1 (2-aminobenzophenone), ClC1=NC=CC=C1[N+](=O)[O-] (2-chloro-3-nitropyridine), Cl (hydrogen chloride). Product: [N+](=O)([O-])C=1C(=NC=CC1)NC1=C(C=CC=C1)C(=O)C1=CC=CC=C1 ([2-[(3-Nitro-2-pyridinyl)amino]phenyl]phenylmethanone). Reaction SMILES: [NH2:1][C:2]1[CH:15]=[CH:14][CH:13]=[CH:12][C:3]=1[C:4]([C:6]1[CH:11]=[CH:10][CH:9]=[CH:8][CH:7]=1)=[O:5].Cl[C:17]1[C:22]([N+:23]([O-:25])=[O:24])=[CH:21][CH:20]=[CH:19][N:18]=1.Cl>>[N+:23]([C:22]1[C:17]([NH:1][C:2]2[CH:15]=[CH:14][CH:13]=[CH:12][C:3]=2[C:4]([C:6]2[CH:11]=[CH:10][CH:9]=[CH:8][CH:7]=2)=[O:5])=[N:18][CH:19]=[CH:20][CH:21]=1)([O-:25])=[O:24]. Procedure: A mixture of 56.0 g (0.28 mole) of 2-aminobenzophenone and 49.6 g (0.31 mole) of 2-chloro-3-nitropyridine was heated by means of an oil bath with stirring at 150° C. for 45 minutes (evolution of hydrogen chloride gas ceased). The product was partitioned between 130 ml of methylene chloride and 250 ml aqueous bicarbonate solution. The aqueous layer was extracted three times with 50 ml portions of methylene chloride. All methylene chloride solutions were combined and dried over sodium sulfate and ... The reactants are C1CCOC1, [Li]CCCC, CCCCCC, [Cl-], CCOC(=O)C(F)(F)F, [NH4+], O, C#Cc1ccccc1. The product is O=C(C#Cc1ccccc1)C(F)(F)F. RXN SMILES: [CH2:32]1[O:33][CH2:34][CH2:35][CH2:36]1.[CH2:9]([Li:10])[CH2:11][CH2:12][CH3:13].[CH3:14][CH2:15][CH2:16][CH2:17][CH2:18][CH3:19].[Cl-:29].[F:20][C:21]([C:22](=[O:23])[O:24][CH2:25][CH3:26])([F:27])[F:28].[NH4+:30].[OH2:31].[c:1]1([C:7]#[CH:8])[cH:2][cH:3][cH:4][cH:5][cH:6]1>>[c:1]1([C:7]#[C:8][C:22]([C:21]([F:20])([F:27])[F:28])=[O:23])[cH:2][cH:3][cH:4][cH:5][cH:6]1. The reactants are CC=1NC=CN1 (2-methylimidazole), ClC=1N=C(C2=C(N1)SC(=C2)CC)NCC2=CC(=C(C=C2)Cl)Cl (2-chloro-6-ethyl-4-(3,4-dichlorobenzylamino)-thieno-[2,3-d]-pyrimidine). Yields the product CC=1N(C=CN1)C=1N=C(C2=C(N1)SC(=C2)CC)NCC2=CC(=C(C=C2)Cl)Cl (2-(2-methylimidazol-1-yl)-6-ethyl-4-(3,4-dichlorobenzylamino)-thieno-[2,3-d]-pyrimidine). RXN SMILES: [CH3:1][C:2]1[NH:3][CH:4]=[CH:5][N:6]=1.Cl[C:8]1[N:9]=[C:10]([NH:19][CH2:20][C:21]2[CH:26]=[CH:25][C:24]([Cl:27])=[C:23]([Cl:28])[CH:22]=2)[C:11]2[CH:16]=[C:15]([CH2:17][CH3:18])[S:14][C:12]=2[N:13]=1>>[CH3:1][C:2]1[N:3]([C:8]2[N:9]=[C:10]([NH:19][CH2:20][C:21]3[CH:26]=[CH:25][C:24]([Cl:27])=[C:23]([Cl:28])[CH:22]=3)[C:11]3[CH:16]=[C:15]([CH2:17][CH3:18])[S:14][C:12]=3[N:13]=2)[CH:4]=[CH:5][N:6]=1. Procedure details: Following the procedure of Example 97, the reaction of 2-methylimidazole with 2-chloro-6-ethyl-4-(3,4-dichlorobenzylamino)-thieno-[2,3-d]-pyrimidine gives 2-(2-methylimidazol-1-yl)-6-ethyl-4-(3,4-dichlorobenzylamino)-thieno-[2,3-d]-pyrimidine. The product is COC=1C=C2CCN=CC2=CC1 (6-methoxy-3,4-dihydroisoquinoline). Reaction SMILES: [CH:1]([NH:3][CH2:4][CH2:5][C:6]1[CH:11]=[CH:10][CH:9]=[C:8]([O:12][CH3:13])[CH:7]=1)=O.P(Cl)(Cl)(Cl)(Cl)Cl.CCCCCC>ClCCl>[CH3:13][O:12][C:8]1[CH:7]=[C:6]2[C:11](=[CH:10][CH:9]=1)[CH:1]=[N:3][CH2:4][CH2:5]2. The yield is 87.0%. Solvent: ClCCl (dichloromethane), ClCCl (dichloromethane). The reactants are C(=O)NCCC1=CC(=CC=C1)OC (N-formyl-3-methoxyphenethylamine), P(Cl)(Cl)(Cl)(Cl)Cl (phosphorus pentachloride), ice, CCCCCC (hexane). Procedure: A solution of 29.4 Kg of N-formyl-3-methoxyphenethylamine in 30 litres of dichloromethane was added over 90 minutes to a well-stirred slurry of 38.4 Kg of phosphorus pentachloride in 30 litres of dichloromethane. An exothermic reaction ensued, causing the solvent to reflux at 35°-38° C. After addition was complete, the reaction mixture was hydrolysed by the addition of a mixture of 90 Kg of ice and 30 litres of hexane. After cooling the aqueous layer was separated, made basic with 144 Kg of 45% ... The reactants are Cl (HCl), Cl.Cl.C(C)OC(C[C@@H](C=1C=NC=CC1)NC(CNC(=O)OC(C)(C)C)=O)=O (3-t-Butoxycarbonylaminoacetylamino-3(S)-pyridin-3-yl-propionic acid ethyl ester bis hydrochloride). Solvent: CCOC(=O)C (EtOAc). Reaction conditions: time 15 minute. The product is Cl.Cl.C(C)OC(C[C@@H](C=1C=NC=CC1)NC(CN)=O)=O (3-Aminoacetylamino-3(S)-pyridin-3-yl-propionic acid ethyl ester bis-hydrochloride). As a reaction SMILES: [ClH:1].Cl.Cl.[CH2:4]([O:6][C:7](=[O:28])[CH2:8][C@H:9]([NH:16][C:17](=[O:27])[CH2:18][NH:19]C(OC(C)(C)C)=O)[C:10]1[CH:11]=[N:12][CH:13]=[CH:14][CH:15]=1)[CH3:5]>CCOC(C)=O>[ClH:1].[ClH:1].[CH2:4]([O:6][C:7](=[O:28])[CH2:8][C@H:9]([NH:16][C:17](=[O:27])[CH2:18][NH2:19])[C:10]1[CH:11]=[N:12][CH:13]=[CH:14][CH:15]=1)[CH3:5] |f:1.2.3,5.6.7|. Procedure: HCl gas was passed through a solution of 24-1a (0.84 g, 2.4 mmol) in EtOAc (24 mL) at 0° C. for 15 min and the reaction mixture stirred for an additional 15 min. The reaction mixture was concentrated and the residue triturated with ether to give 24-2 as a white solid.